From a dataset of the Open Reaction Database (ORD), a public repository of structured organic reaction records. describe an organic reaction: reactants, conditions, products, and yield Starting materials: CC(=O)c1ccc(C(=O)O)cc1O, ClCCCl, COC(=O)C1(N)CCCCCC1, Cl, CN(C)C=O, On1nnc2ccccc21. The product is COC(=O)C1(NC(=O)c2ccc(C(C)=O)c(O)c2)CCCCCC1. As a reaction SMILES: [C:24]([CH3:25])(=[O:26])[c:27]1[c:28]([OH:36])[cH:29][c:30]([C:31](=[O:32])[OH:33])[cH:34][cH:35]1.[CH2:37]([Cl:38])[CH2:39][Cl:40].[CH3:2][O:3][C:4](=[O:5])[C:6]1([NH2:13])[CH2:7][CH2:8][CH2:9][CH2:10][CH2:11][CH2:12]1.[ClH:1].[O:41]=[CH:42][N:43]([CH3:44])[CH3:45].[OH:14][n:15]1[c:16]2[c:17]([cH:18][cH:19][cH:20][cH:21]2)[n:22][n:23]1>>[CH3:2][O:3][C:4](=[O:5])[C:6]1([NH:13][C:31]([c:30]2[cH:29][c:28]([OH:36])[c:27]([C:24]([CH3:25])=[O:26])[cH:35][cH:34]2)=[O:32])[CH2:7][CH2:8][CH2:9][CH2:10][CH2:11][CH2:12]1.